From a dataset of the Open Reaction Database (ORD), a public repository of structured organic reaction records. describe an organic reaction: reactants, conditions, products, and yield Reactants: BrBr (bromine), OS(=O)(=O)O (H2SO4), C(CCCCCCCCC#C)(=O)O (10-undecynoic acid), Br[O-].[Na+] (sodium hypobromite), Br[O-] (hypobromite). The solvent is [OH-].[Na+] (NaOH), [OH-].[Na+] (NaOH). Reaction conditions: time 4 hour. Yields the product BrC#CCCCCCCCCC(=O)O (11-bromo-10-undecynoic acid). As a reaction SMILES: [C:1]([OH:13])(=[O:12])[CH2:2][CH2:3][CH2:4][CH2:5][CH2:6][CH2:7][CH2:8][CH2:9][C:10]#[CH:11].[Br:14][O-].[Na+].Br[O-].BrBr.OS(O)(=O)=O>[OH-].[Na+]>[Br:14][C:11]#[C:10][CH2:9][CH2:8][CH2:7][CH2:6][CH2:5][CH2:4][CH2:3][CH2:2][C:1]([OH:13])=[O:12] |f:1.2,6.7|. Reported procedure: To a solution of 36.45 g (200 mmol) of 10-undecynoic acid in 200 ml 1N NaOH at 0° C. was added a solution of alkaline sodium hypobromite dropwise over 30 minutes, maintaining the temperature below 5° C. (the hypobromite solution was prepared by the dropwise addition of 35.16 g (220 mmol) of bromine to 55 ml of 20N NaOH at 0°-5° C.). The mixture was stirred four hours at 0°-5° C., and was then acidified to pH 1 with 9M H2SO4. The solution was extracted with three 150 ml portions of ether. The com...